The task is: describe an organic reaction: reactants, conditions, products, and yield. This data is from the Open Reaction Database (ORD), a public repository of structured organic reaction records. Reactants: COC(=O)c1cccc(C(=O)[O-])c1, CCN=C=NCCCN(C)C, CN, Cc1nccs1, CCN(C(C)C)C(C)C, On1nnc2ccccc21. The product is O=C(O)c1cccc(C(=O)O)c1. As a reaction SMILES: [C:1]([c:2]1[cH:3][c:4]([C:5](=[O:6])[O-:7])[cH:8][cH:9][cH:10]1)(=[O:11])[O:12][CH3:13].[CH3:14][CH2:15][N:16]=[C:17]=[N:18][CH2:19][CH2:20][CH2:21][N:22]([CH3:23])[CH3:24].[CH3:44][NH2:45].[CH3:46][c:47]1[s:48][cH:49][cH:50][n:51]1.[CH:35]([N:36]([CH2:37][CH3:38])[CH:39]([CH3:40])[CH3:41])([CH3:42])[CH3:43].[OH:25][n:26]1[c:27]2[c:28]([cH:29][cH:30][cH:31][cH:32]2)[n:33][n:34]1>>[C:1]([c:2]1[cH:3][c:4]([C:5](=[O:6])[OH:7])[cH:8][cH:9][cH:10]1)(=[O:11])[OH:12]. Starting materials: CCCC[Sn](C=CCO)(CCCC)CCCC, COc1cc2c(SC)ncnc2cc1OS(=O)(=O)C(F)(F)F, CN(C)C=O, [Cl-], [Li+]. Product: COc1cc2c(SC)ncnc2cc1C=CCO. As a reaction SMILES: [CH2:23]([Sn:24]([CH2:25][CH2:26][CH2:27][CH3:32])([CH:28]=[CH:29][CH2:30][OH:31])[CH2:33][CH2:34][CH2:35][CH3:36])[CH2:37][CH2:38][CH3:39].[CH3:1][S:2][c:3]1[n:4][cH:5][n:6][c:7]2[cH:8][c:9]([O:15][S:16]([C:17]([F:18])([F:19])[F:20])(=[O:21])=[O:22])[c:10]([O:13][CH3:14])[cH:11][c:12]12.[CH3:42][N:43]([CH3:44])[CH:45]=[O:46].[Cl-:41].[Li+:40]>>[CH3:1][S:2][c:3]1[n:4][cH:5][n:6][c:7]2[cH:8][c:9]([CH:28]=[CH:29][CH2:30][OH:31])[c:10]([O:13][CH3:14])[cH:11][c:12]12.